Dataset: the Open Reaction Database (ORD), a public repository of structured organic reaction records. Task: describe an organic reaction: reactants, conditions, products, and yield Yield: 34.0%. The reagents and catalysts are O=S(=O)(O)OOS(=O)(=O)O.N. Run in O, O=S(C)C. The product is N=1C=2C=CC=CC2C(=CC1C)CC3=CC=C(OC)C(OC)=C3. Run at temperature 40 celsius, time 72 hour. Reactants: N=1C=2C=CC=CC2C=CC1C, O=C(O)CC1=CC=C(OC)C(OC)=C1. Reactants: CCC(O)(C=Cc1ccc(C(CC)(CC)c2ccc(B3OC(C)(C)C(C)(C)O3)cc2)cc1C)CC, COC(=O)Cc1cncc(Br)c1, CN(C)C=O, [K+], [K+], [K+], O=P([O-])([O-])[O-]. Product: CCC(O)(C=Cc1ccc(C(CC)(CC)c2ccc(-c3cncc(CC(=O)OC)c3)cc2)cc1C)CC. RXN SMILES: [CH2:1]([CH3:2])[C:3]([CH:4]=[CH:5][c:6]1[c:7]([CH3:32])[cH:8][c:9]([C:12]([CH2:13][CH3:14])([c:15]2[cH:16][cH:17][c:18]([B:21]3[O:22][C:23]([CH3:24])([CH3:25])[C:26]([CH3:27])([CH3:28])[O:29]3)[cH:19][cH:20]2)[CH2:30][CH3:31])[cH:10][cH:11]1)([CH2:33][CH3:34])[OH:35].[CH3:36][O:37][C:38]([CH2:39][c:40]1[cH:41][n:42][cH:43][c:44]([Br:46])[cH:45]1)=[O:47].[CH3:56][N:57]([CH3:58])[CH:59]=[O:60].[K+:53].[K+:54].[K+:55].[P:48]([O-:49])([O-:50])([O-:51])=[O:52]>>[CH2:1]([CH3:2])[C:3]([CH:4]=[CH:5][c:6]1[c:7]([CH3:32])[cH:8][c:9]([C:12]([CH2:13][CH3:14])([c:15]2[cH:16][cH:17][c:18](-[c:44]3[cH:43][n:42][cH:41][c:40]([CH2:39][C:38]([O:37][CH3:36])=[O:47])[cH:45]3)[cH:19][cH:20]2)[CH2:30][CH3:31])[cH:10][cH:11]1)([CH2:33][CH3:34])[OH:35].